Dataset: the Open Reaction Database (ORD), a public repository of structured organic reaction records. Task: describe an organic reaction: reactants, conditions, products, and yield The reactants are FC1=C(C#N)C=CC=C1F (2,3-difluorobenzonitrile), [H-].[Na+] (NaH), oil, CCO (EtOH). Solvent: CN(C)C=O (DMF). Reaction conditions: time 40 minute. Yields the product C(C)OC1=C(C#N)C=CC=C1F (2-ethoxy-3-fluorobenzonitrile). As a reaction SMILES: [H-].[Na+].[CH3:3][CH2:4][OH:5].F[C:7]1[C:14]([F:15])=[CH:13][CH:12]=[CH:11][C:8]=1[C:9]#[N:10]>CN(C=O)C>[CH2:4]([O:5][C:7]1[C:14]([F:15])=[CH:13][CH:12]=[CH:11][C:8]=1[C:9]#[N:10])[CH3:3] |f:0.1|. Reported procedure: NaH 60% dispersion in mineral oil (575 mg, 14.4 mmol) was added to a rt solution of EtOH (1.0 mL, 17.1 mmol) in DMF (6.0 mL). After stirring for 40 min at rt, the solution was cooled to 0° C., 2,3-difluorobenzonitrile (1.59 mL, 14.4 mmol) was added dropwise and stirring was continued for 1 h at rt. The rxn mixture was quenched with water and extracted with DCM (2×). The combined org. layers were dried (MgSO4), filtered and concentrated in vacuo to yield 2-ethoxy-3-fluorobenzonitrile as an orange... Product: C(C)(C)(C)OC(=O)N1C(OCC1(C)CN(C1=CC=CC=C1)CC)(C)C ((RS)-4-[(ethyl-phenyl-amino)-methyl]-2,2,4-trimethyl-oxazolidine-3-carboxylic acid tert-butyl ester). Procedure details: In analogy to example 1.b (RS)-2,2,4-trimethyl-4-phenylaminomethyl-oxazolidine-3-carboxylic acid tert-butyl ester was reacted with acetaldehyde to give (RS)-4-[(ethyl-phenyl-amino)-methyl]-2,2,4-trimethyl-oxazolidine-3-carboxylic acid tert-butyl ester. Colourless oil. MS (ISP): 349.5 ([M+H]+). RXN SMILES: [C:1]([O:5][C:6]([N:8]1[C:12]([CH3:21])([CH2:13][NH:14][C:15]2[CH:20]=[CH:19][CH:18]=[CH:17][CH:16]=2)[CH2:11][O:10][C:9]1([CH3:23])[CH3:22])=[O:7])([CH3:4])([CH3:3])[CH3:2].[CH:24](=O)[CH3:25]>>[C:1]([O:5][C:6]([N:8]1[C:12]([CH2:13][N:14]([CH2:24][CH3:25])[C:15]2[CH:16]=[CH:17][CH:18]=[CH:19][CH:20]=2)([CH3:21])[CH2:11][O:10][C:9]1([CH3:23])[CH3:22])=[O:7])([CH3:4])([CH3:2])[CH3:3]. The reactants are C(C)(C)(C)OC(=O)N1C(OCC1(CNC1=CC=CC=C1)C)(C)C ((RS)-2,2,4-trimethyl-4-phenylaminomethyl-oxazolidine-3-carboxylic acid tert-butyl ester), C(C)=O (acetaldehyde). Product: COc1cc(Br)cc(OC)c1OC(F)F. Starting materials: CCOP(=O)(OCC)C(F)(F)Br, COc1cc(Br)cc(OC)c1O, CC#N, [K+], [OH-], O. As a reaction SMILES: [Br:15][C:16]([F:17])([F:18])[P:19](=[O:20])([O:21][CH2:22][CH3:23])[O:24][CH2:25][CH3:26].[Br:1][c:2]1[cH:3][c:4]([O:11][CH3:12])[c:5]([OH:10])[c:6]([O:8][CH3:9])[cH:7]1.[CH3:27][C:28]#[N:29].[K+:14].[OH-:13].[OH2:30]>>[Br:1][c:2]1[cH:3][c:4]([O:11][CH3:12])[c:5]([O:10][CH:16]([F:17])[F:18])[c:6]([O:8][CH3:9])[cH:7]1. The reactants are CC(C)(C)C1=CC=C(C=C1)C=C (poly(4-tert-butylstyrene)), C(=C)C1=CC=C(CCl)C=C1 (4-vinylbenzylchloride), N1=CC=C(C=C1)N1CCNCC1 (N-(4-pyridyl)piperazine), phenols, C(=C)C1=CC=C(CCl)C=C1 (4-Vinylbenzylchloride), Cl (HCl). Reagents/catalysts: N1=C(C=CC=C1)N1CCNCC1 (pyridylpiperazine). Run in CO (methanol). Product: C(=C)C1=CC=C(CN2CC=C(C=C2)N2CCNCC2)C=C1 (1-(4-Vinylbenzyl)-4-pyridylpiperazine). The yield is 72.1%. Reaction SMILES: C[C:2]([C:5]1[CH:10]=[CH:9][C:8]([CH:11]=[CH2:12])=[CH:7][CH:6]=1)(C)C.C(C1C=CC(CCl)=CC=1)=C.[N:23]1[CH:28]=[CH:27][C:26]([N:29]2[CH2:34][CH2:33][NH:32][CH2:31][CH2:30]2)=[CH:25][CH:24]=1.Cl>N1C=CC=CC=1N1CCNCC1.CO>[CH:11]([C:8]1[CH:7]=[CH:6][C:5]([CH2:2][N:23]2[CH:24]=[CH:25][C:26]([N:29]3[CH2:30][CH2:31][NH:32][CH2:33][CH2:34]3)=[CH:27][CH2:28]2)=[CH:10][CH:9]=1)=[CH2:12]. Procedure: Dye-labeled poly(4-tert-butylstyrene)-supported pyridylpiperazine catalyst for the acylation of phenols. 4-Vinylbenzylchloride was passed through neutral alumina to remove any inhibitors. 1-(4-Vinylbenzyl)-4-pyridylpiperazine was prepared by dissolving 4.32 mL of 4-vinylbenzylchloride and 10 g of N-(4-pyridyl)piperazine in 100 mL of methanol. The solution was allowed to reflux overnight. After cooling to room temperature, 20 mL of 6 N HCl was added and the solution was extracted three times with... Starting materials: O=C([O-])C=CC(=O)[O-], OC1CCN(c2ccccc2)C12CCN(C1CC3CCCCCC3C1)CC2, CCOCC, O=C(O)C=CC(=O)O. The product is O=C(O)C=CC(=O)O, COC1CCN(c2ccccc2)C12CCN(C1CC3CCCCCC3C1)CC2. RXN SMILES: [C:28]([CH:29]=[CH:30][C:31](=[O:32])[O-:33])(=[O:34])[O-:35].[CH2:1]1[CH:2]([N:11]2[CH2:12][CH2:13][C:14]3([CH:15]([OH:25])[CH2:16][CH2:17][N:18]3[c:19]3[cH:20][cH:21][cH:22][cH:23][cH:24]3)[CH2:26][CH2:27]2)[CH2:3][CH:4]2[CH2:5][CH2:6][CH2:7][CH2:8][CH2:9][CH:10]12.[CH3:44][CH2:45][O:46][CH2:47][CH3:48].[OH:36][C:37]([CH:38]=[CH:39][C:40](=[O:41])[OH:42])=[O:43]>>[C:28]([CH:29]=[CH:30][C:31](=[O:32])[OH:33])(=[O:34])[OH:35].[CH2:1]1[CH:2]([N:11]2[CH2:12][CH2:13][C:14]3([CH:15]([O:25][CH3:37])[CH2:16][CH2:17][N:18]3[c:19]3[cH:20][cH:21][cH:22][cH:23][cH:24]3)[CH2:26][CH2:27]2)[CH2:3][CH:4]2[CH2:5][CH2:6][CH2:7][CH2:8][CH2:9][CH:10]12. Starting materials: COc1cccc(CCl)c1, CN(C)CC1CCc2ccccc2C1=O, CCOCC, [Cl-], [Mg], [NH4+]. Yields the product COc1cccc(CC2(O)c3ccccc3CCC2CN(C)C)c1. RXN SMILES: [CH3:17][O:18][c:19]1[cH:20][c:21]([CH2:22][Cl:23])[cH:24][cH:25][cH:26]1.[CH3:1][N:2]([CH3:3])[CH2:4][CH:5]1[C:6](=[O:15])[c:7]2[cH:8][cH:9][cH:10][cH:11][c:12]2[CH2:13][CH2:14]1.[CH3:29][CH2:30][O:31][CH2:32][CH3:33].[Cl-:27].[Mg:16].[NH4+:28]>>[CH3:1][N:2]([CH3:3])[CH2:4][CH:5]1[C:6]([OH:15])([CH2:22][c:21]2[cH:20][c:19]([O:18][CH3:17])[cH:26][cH:25][cH:24]2)[c:7]2[cH:8][cH:9][cH:10][cH:11][c:12]2[CH2:13][CH2:14]1.